Dataset: the Open Reaction Database (ORD), a public repository of structured organic reaction records. Task: describe an organic reaction: reactants, conditions, products, and yield The reactants are COCCOCCOCCOCCOCCOCCOCCOCCO (octaethylene glycol monomethyl ether), N1=CC=CC=C1 (pyridine), ClC(=O)OC(C)Cl (1-chloroethyl chloroformate). Run in C(Cl)Cl (methylene chloride). Product: C(OC(C)Cl)(OCCOCCOCCOCCOCCOCCOCCOCCOC)=O (1-chloroethyl 2,5,8,11,14,17,20,23-octaoxapentacosan-25-yl carbonate). As a reaction SMILES: Cl[C:2]([O:4][CH:5]([Cl:7])[CH3:6])=[O:3].[CH3:8][O:9][CH2:10][CH2:11][O:12][CH2:13][CH2:14][O:15][CH2:16][CH2:17][O:18][CH2:19][CH2:20][O:21][CH2:22][CH2:23][O:24][CH2:25][CH2:26][O:27][CH2:28][CH2:29][O:30][CH2:31][CH2:32][OH:33].N1C=CC=CC=1>C(Cl)Cl>[C:2](=[O:3])([O:33][CH2:32][CH2:31][O:30][CH2:29][CH2:28][O:27][CH2:26][CH2:25][O:24][CH2:23][CH2:22][O:21][CH2:20][CH2:19][O:18][CH2:17][CH2:16][O:15][CH2:14][CH2:13][O:12][CH2:11][CH2:10][O:9][CH3:8])[O:4][CH:5]([Cl:7])[CH3:6]. Procedure details: In a manner similar to the method described in Example 3, 1-chloroethyl chloroformate (Aldrich) was reacted with octaethylene glycol monomethyl ether (TCI) and pyridine in methylene chloride at −78° C. for 3 h to give 1-chloroethyl 2,5,8,11,14,17,20,23-octaoxapentacosan-25-yl carbonate. This was then reacted with chiral 4-((2R,3S,4R,5S)-3-(3-chloro-2-fluorophenyl)-4-(4-chloro-2-fluorophenyl)-4-cyano-5-neopentylpyrrolidine-2-carboxamido)-3-methoxybenzoic acid in the presence of cesium carbonate i...